Dataset: the Open Reaction Database (ORD), a public repository of structured organic reaction records. Task: describe an organic reaction: reactants, conditions, products, and yield The reactants are O=C(c1cc(F)ccc1CBr)N1CCOCC1, CN(C)C=O, [N-]=[N+]=[N-], [Na+]. Product: [N-]=[N+]=NCc1ccc(F)cc1C(=O)N1CCOCC1. As a reaction SMILES: [Br:1][CH2:2][c:3]1[c:4]([C:10](=[O:11])[N:12]2[CH2:13][CH2:14][O:15][CH2:16][CH2:17]2)[cH:5][c:6]([F:9])[cH:7][cH:8]1.[CH3:22][N:23]([CH3:24])[CH:25]=[O:26].[N-:19]=[N+:20]=[N-:21].[Na+:18]>>[CH2:2]([c:3]1[c:4]([C:10](=[O:11])[N:12]2[CH2:13][CH2:14][O:15][CH2:16][CH2:17]2)[cH:5][c:6]([F:9])[cH:7][cH:8]1)[N:19]=[N+:20]=[N-:21]. Reactants: C(C1=CC=CC=C1)OC([C@H]1N(CCC1)C([C@@H](NC(=O)OC(C)(C)C)[C@@H](C)CC)=O)=O (N-t-butyloxycarbonyl-L-isoleucyl-L-proline benzylester), Cl (hydrochloric acid). Run in O1CCOCC1 (dioxane), C(C)OCC (diethyl ether). Reaction conditions: time 30 minute. Product: Cl.C(C1=CC=CC=C1)OC([C@H]1N(CCC1)C([C@@H](N)[C@@H](C)CC)=O)=O (L-isoleucyl-L-proline benzylester hydrochloride). The yield is 92.9%. Reaction SMILES: [CH2:1]([O:8][C:9](=[O:30])[C@@H:10]1[CH2:14][CH2:13][CH2:12][N:11]1[C:15](=[O:29])[C@H:16]([C@H:25]([CH2:27][CH3:28])[CH3:26])[NH:17]C(OC(C)(C)C)=O)[C:2]1[CH:7]=[CH:6][CH:5]=[CH:4][CH:3]=1.[ClH:31]>O1CCOCC1.C(OCC)C>[ClH:31].[CH2:1]([O:8][C:9](=[O:30])[C@@H:10]1[CH2:14][CH2:13][CH2:12][N:11]1[C:15](=[O:29])[C@H:16]([C@H:25]([CH2:27][CH3:28])[CH3:26])[NH2:17])[C:2]1[CH:7]=[CH:6][CH:5]=[CH:4][CH:3]=1 |f:4.5|. Procedure: N-t-butyloxycarbonyl-L-isoleucyl-L-proline benzylester (39.76 g, 95 mmole) was dissolved in 4N hydrochloric acid in dioxane (360 ml), and stirred for 30 minutes at room temperature. The solvent was distilled and the residue thus obtained was powdered in diethyl ether to obtain L-isoleucyl-L-proline benzylester hydrochloride(yield: 31.31 g, 92.9%). The reactants are Cl (HCl), O1CCOCC1 (dioxane), NC=1N=CC(=NC1C1=NOC(=N1)C1=CC=CC=C1)C=1CCN(CC1)C(=O)OC(C)(C)C (tert-butyl 4-[5-amino-6-(5-phenyl-1,2,4-oxadiazol-3-yl)pyrazin-2-yl]-3,6-dihydro-2H-pyridine-1-carboxylate). Solvent: CO (methanol). Run at time 48 hour. The product is C1(=CC=CC=C1)C1=NC(=NO1)C=1C(=NC=C(N1)C=1CCNCC1)N (3-(5-phenyl-1,2,4-oxadiazol-3-yl)-5-(1,2,3,6-tetrahydropyridin-4-yl)pyrazin-2-amine). The yield is 99.6%. Reaction SMILES: Cl.O1CCOCC1.[NH2:8][C:9]1[N:10]=[CH:11][C:12]([C:26]2[CH2:27][CH2:28][N:29](C(OC(C)(C)C)=O)[CH2:30][CH:31]=2)=[N:13][C:14]=1[C:15]1[N:19]=[C:18]([C:20]2[CH:25]=[CH:24][CH:23]=[CH:22][CH:21]=2)[O:17][N:16]=1>CO>[C:20]1([C:18]2[O:17][N:16]=[C:15]([C:14]3[C:9]([NH2:8])=[N:10][CH:11]=[C:12]([C:26]4[CH2:27][CH2:28][NH:29][CH2:30][CH:31]=4)[N:13]=3)[N:19]=2)[CH:21]=[CH:22][CH:23]=[CH:24][CH:25]=1. Procedure details: A solution of HCl in dioxane (505.5 μL of 4 M, 2.022 mmol) was added to a solution of tert-butyl 4-[5-amino-6-(5-phenyl-1,2,4-oxadiazol-3-yl)pyrazin-2-yl]-3,6-dihydro-2H-pyridine-1-carboxylate (170 mg, 0.4043 mmol) in methanol (5 mL) at rt and the reaction mixture stirred at room temperature for 48 h. The reaction mixture was concentrated in vacuo to give the title compound (129 mg, 99% yield); MS (ES+) 321.03 Starting materials: BrCCC1=CC=CC=C1 ((2-bromoethyl)benzene), Br.CCOCC (hydrogen bromide ether), [H-].[Na+] (sodium hydride), CN1CCC(CC1)C1=NNC2=CC=CC=C12 (3-(1-methyl-4-piperidinyl)-1H-indazole). Run in CN(C=O)C (dimethylformamide), CCOCC (ether), O (water), CN(C=O)C (dimethylformamide), CN(C=O)C (dimethylformamide). Isolated yield 35.9%. Reaction SMILES: [H-].[Na+].[CH3:3][N:4]1[CH2:9][CH2:8][CH:7]([C:10]2[C:18]3[C:13](=[CH:14][CH:15]=[CH:16][CH:17]=3)[NH:12][N:11]=2)[CH2:6][CH2:5]1.[Br:19][CH2:20][CH2:21][C:22]1[CH:27]=[CH:26][CH:25]=[CH:24][CH:23]=1.Br.CCOCC>CN(C)C=O.CCOCC.O>[BrH:19].[C:22]1([CH2:21][CH2:20][N:12]2[C:13]3[C:18](=[CH:17][CH:16]=[CH:15][CH:14]=3)[C:10]([CH:7]3[CH2:6][CH2:5][N:4]([CH3:3])[CH2:9][CH2:8]3)=[N:11]2)[CH:27]=[CH:26][CH:25]=[CH:24][CH:23]=1 |f:0.1,4.5,9.10|. Product: Br.C1(=CC=CC=C1)CCN1N=C(C2=CC=CC=C12)C1CCN(CC1)C (1-(2-Phenylethyl)-3-(1-methyl-4-piperidinyl)-1H-indazole hydrobromide). Reported procedure: To a stirred mixture of 0.86 g of sodium hydride (50% oil dispersion) in 50 ml of dimethylformamide was added, dropwise, 3.0 g of 3-(1-methyl-4-piperidinyl)-1H-indazole in 15 ml of hot dimethylformamide. The reaction mixture was stirred at ambient temperature for 1 hr and then a solution of 3.33 g of (2-bromoethyl)benzene in 10 ml of dimethylformamide was added dropwise. The reaction mixture was stirred for 21/2 days at ambient temperature, cooled to 0°, and water was added dropwise. The mixture... Run at time 1 hour. Reactants: [BH3-]C#N, CCOc1cc(C=O)cc(OCC)c1-c1ccc(F)cc1, CCN(C(C)C)C(C)C, CCOc1cc(CN2CCC(NC(=O)c3cc(OC)cc(C(=O)OC)c3)CC2)cc(OCC)c1F, CCO, CC(=O)O, [Na+]. Product: CCOc1cc(CN2CCC(NC(=O)c3cc(OC)cc(C(=O)OC)c3)CC2)cc(OCC)c1-c1ccc(F)cc1. RXN SMILES: [C:57]([BH3-:58])#[N:59].[CH2:36]([CH3:37])[O:38][c:39]1[c:40](-[c:50]2[cH:51][cH:52][c:53]([F:56])[cH:54][cH:55]2)[c:41]([O:47][CH2:48][CH3:49])[cH:42][c:43]([CH:45]=[O:46])[cH:44]1.[CH2:61]([N:62]([CH:63]([CH3:64])[CH3:65])[CH:66]([CH3:67])[CH3:68])[CH3:69].[CH3:1][O:2][C:3]([c:4]1[cH:5][c:6]([C:7](=[O:8])[NH:9][CH:10]2[CH2:11][CH2:12][N:13]([CH2:16][c:17]3[cH:18][c:19]([O:20][CH2:21][CH3:22])[c:23]([F:24])[c:25]([O:26][CH2:27][CH3:28])[cH:29]3)[CH2:14][CH2:15]2)[cH:30][c:31]([O:33][CH3:34])[cH:32]1)=[O:35].[CH3:70][CH2:71][OH:72].[CH3:73][C:74](=[O:75])[OH:76].[Na+:60]>>[CH3:1][O:2][C:3]([c:4]1[cH:5][c:6]([C:7](=[O:8])[NH:9][CH:10]2[CH2:11][CH2:12][N:13]([CH2:45][c:43]3[cH:42][c:41]([O:47][CH2:48][CH3:49])[c:40](-[c:50]4[cH:51][cH:52][c:53]([F:56])[cH:54][cH:55]4)[c:39]([O:38][CH2:36][CH3:37])[cH:44]3)[CH2:14][CH2:15]2)[cH:30][c:31]([O:33][CH3:34])[cH:32]1)=[O:35]. Yields the product O1C(=NC2=C1C=CC=C2)N2CC1=CC=C(C=C1CC2)N2C[C@H](CC2)N2[C@H](CCC2)C (2-Benzooxazol-2-yl-6-((2S,3′S)-2-methyl-[1,3′]bipyrrolidinyl-1′-yl)-1,2,3,4-tetrahydro-isoquinoline). Reported procedure: The title compound was synthesized in substantially the same way as Example 1 by condensation of 6-((2S,3′S)-2-methyl-[1,3′]bipyrrolidinyl-1′-yl)-1,2,3,4-tetrahydro-isoquinoline with 2-bromo-benzooxazole. Reaction SMILES: [CH3:1][C@H:2]1[CH2:6][CH2:5][CH2:4][N:3]1[C@H:7]1[CH2:11][CH2:10][N:9]([C:12]2[CH:13]=[C:14]3[C:19](=[CH:20][CH:21]=2)[CH2:18][NH:17][CH2:16][CH2:15]3)[CH2:8]1.Br[C:23]1[O:24][C:25]2[CH:31]=[CH:30][CH:29]=[CH:28][C:26]=2[N:27]=1>>[O:24]1[C:25]2[CH:31]=[CH:30][CH:29]=[CH:28][C:26]=2[N:27]=[C:23]1[N:17]1[CH2:16][CH2:15][C:14]2[C:19](=[CH:20][CH:21]=[C:12]([N:9]3[CH2:10][CH2:11][C@H:7]([N:3]4[CH2:4][CH2:5][CH2:6][C@@H:2]4[CH3:1])[CH2:8]3)[CH:13]=2)[CH2:18]1. Reactants: C[C@@H]1N(CCC1)[C@@H]1CN(CC1)C=1C=C2CCNCC2=CC1 (6-((2S,3′S)-2-methyl-[1,3′]bipyrrolidinyl-1′-yl)-1,2,3,4-tetrahydro-isoquinoline), BrC=1OC2=C(N1)C=CC=C2 (2-bromo-benzooxazole). The reactants are CN, CN(C)C=O, O, O=[N+]([O-])c1cnc2ccccc2c1O, O=P(Cl)(Cl)Cl. RXN SMILES: [CH3:20][NH2:21].[CH3:22][N:23]([CH3:24])[CH:25]=[O:26].[OH2:27].[OH:1][c:2]1[c:3]([N+:12](=[O:13])[O-:14])[cH:4][n:5][c:6]2[cH:7][cH:8][cH:9][cH:10][c:11]12.[P:15]([Cl:16])([Cl:17])([Cl:18])=[O:19]>>[c:2]1([NH:21][CH3:20])[c:3]([N+:12](=[O:13])[O-:14])[cH:4][n:5][c:6]2[cH:7][cH:8][cH:9][cH:10][c:11]12. Yields the product CNc1c([N+](=O)[O-])cnc2ccccc12. Reactants: CN1CCNCC1 (N-methylpiperazine), FC1=C(C=C2C(C(=CN3C(CCC1=C23)=C)C(=O)O)=O)F (8,9-difluoro-5-methylene-6,7-dihydro-1-oxo-1H,5H-benzo(ij)quinolizine-2-carboxylic acid). Run in CS(=O)C (dimethyl sulfoxide). Product: CN1CCN(CC1)C1=C(C=C2C(C(=CN3C(CCC1=C23)=C)C(=O)O)=O)F (8-(4-methyl-1-piperazinyl)-9-fluoro-5-methylene-6,7-dihydro-1-oxo-1H,5H-benzo(ij)quinolizine-2-carboxylic acid). Yield: 16.5%. Reaction SMILES: [CH3:1][N:2]1[CH2:7][CH2:6][NH:5][CH2:4][CH2:3]1.F[C:9]1[C:20]2=[C:21]3[N:16]([C:17](=[CH2:22])[CH2:18][CH2:19]2)[CH:15]=[C:14]([C:23]([OH:25])=[O:24])[C:13](=[O:26])[C:12]3=[CH:11][C:10]=1[F:27]>CS(C)=O>[CH3:1][N:2]1[CH2:7][CH2:6][N:5]([C:9]2[C:20]3=[C:21]4[N:16]([C:17](=[CH2:22])[CH2:18][CH2:19]3)[CH:15]=[C:14]([C:23]([OH:25])=[O:24])[C:13](=[O:26])[C:12]4=[CH:11][C:10]=2[F:27])[CH2:4][CH2:3]1. Procedure: 400 mg of N-methylpiperazine and 6 ml of dimethyl sulfoxide were added to 400 mg of 8,9-difluoro-5-methylene-6,7-dihydro-1-oxo-1H,5H-benzo(ij)quinolizine-2-carboxylic acid and the resulting mixture was heated for 2.5 hours at 100°-110° C. (bath temperature). The solvent was distilled off in vacuo and water was added to the residue. The mixture was extracted with chloroform and the extract was dried. The solvent was distilled off and the residue was purified by silica gel column chromatography an... Starting materials: O=C1CCC(CC1)NC(=O)[C@@H]1CN(CCC1)C1=CC=CC=C1 ((3S)-N-(4-oxocyclohexyl)-1-phenylpiperidine-3-carboxamide), [OH-].[Na+] (NaOH), [N-]=[N+]=[N-].[Na+] (sodium azide), ice, O (water). Run in Cl (HCl). Run at temperature 50 celsius. The product is O=C1CCC(CCN1)NC(=O)[C@@H]1CN(CCC1)C1=CC=CC=C1 ((3S)-N-(7-oxoazepan-4-yl)-1-phenylpiperidine-3-carboxamide). Reaction SMILES: [O:1]=[C:2]1[CH2:7][CH2:6][CH:5]([NH:8][C:9]([C@H:11]2[CH2:16][CH2:15][CH2:14][N:13]([C:17]3[CH:22]=[CH:21][CH:20]=[CH:19][CH:18]=3)[CH2:12]2)=[O:10])[CH2:4][CH2:3]1.[N-:23]=[N+]=[N-].[Na+].O.[OH-].[Na+]>Cl>[O:1]=[C:2]1[NH:23][CH2:7][CH2:6][CH:5]([NH:8][C:9]([C@H:11]2[CH2:16][CH2:15][CH2:14][N:13]([C:17]3[CH:22]=[CH:21][CH:20]=[CH:19][CH:18]=3)[CH2:12]2)=[O:10])[CH2:4][CH2:3]1 |f:1.2,4.5|. Procedure details: To a solution of (3S)-N-(4-oxocyclohexyl)-1-phenylpiperidine-3-carboxamide (10 mg, 0.00003 mol, prepared as example 171) in concentrated aqueous HCl (0.5 mL), was added sodium azide (2.27 mg, 0.0000350 mol) in small portions over 3 minutes with slow agitation. The temperature was slowly increased to 50° C. The reaction temperature was maintained at 50° C. for 8.5 h and then poured into 50 g of crushed ice and water. The solution was basified with cold 50% NaOH and the resulting solution was extr...